From a dataset of the Open Reaction Database (ORD), a public repository of structured organic reaction records. describe an organic reaction: reactants, conditions, products, and yield The reactants are Cc1ccccc1, Cc1cc([N+](=O)[O-])c(Cl)cc1N, [Na+], [OH-], O, Oc1ccc(O)c2ccccc12. Product: Cc1cc(N)c(Cl)cc1N. As a reaction SMILES: [CH3:1][c:2]1[cH:3][cH:4][cH:5][cH:6][cH:7]1.[Cl:8][c:9]1[c:10]([N+:17]([O-:18])=[O:19])[cH:11][c:12]([CH3:16])[c:13]([NH2:14])[cH:15]1.[Na+:21].[OH-:20].[OH2:34].[c:22]1([OH:23])[c:24]2[c:25]([cH:26][cH:27][cH:28][cH:29]2)[c:30]([OH:31])[cH:32][cH:33]1>>[Cl:8][c:9]1[c:10]([NH2:17])[cH:11][c:12]([CH3:16])[c:13]([NH2:14])[cH:15]1.